Dataset: the Open Reaction Database (ORD), a public repository of structured organic reaction records. Task: describe an organic reaction: reactants, conditions, products, and yield Reactants: CO, [H][H], [N-]=[N+]=Nc1cncc(C(N)=O)c1. The product is NC(=O)c1cncc(N)c1. RXN SMILES: [CH3:15][OH:16].[H:13][H:14].[N:1](=[N+:2]=[N-:3])[c:4]1[cH:5][n:6][cH:7][c:8]([C:9](=[O:10])[NH2:11])[cH:12]1>>[NH2:1][c:4]1[cH:5][n:6][cH:7][c:8]([C:9](=[O:10])[NH2:11])[cH:12]1. Starting materials: [O-]P(=O)([O-])[O-].[K+].[K+].[K+] (K3PO4), polyethylene glycol, C/C=C/C=C\CC/C=C/C(=O)NCC(C)C (spilanthol). Product: C(C=CCCC=CC=CC)(=O)O (2,6,8-Decatrienoic Acid). Reaction SMILES: [O-:1]P([O-])([O-])=O.[K+].[K+].[K+].[CH3:9]/[CH:10]=[CH:11]/[CH:12]=[CH:13]\[CH2:14][CH2:15]/[CH:16]=[CH:17]/[C:18](NCC(C)C)=[O:19]>>[C:18]([OH:19])(=[O:1])[CH:17]=[CH:16][CH2:15][CH2:14][CH:13]=[CH:12][CH:11]=[CH:10][CH3:9] |f:0.1.2.3|. Procedure: 0.05 g (10% wt) of K3PO4 and 0.05 g (10% wt) of polyethylene glycol (PEG 400) were added to 0.5 g of the spilanthol mixture (αβ unsaturated form:βγ unsaturated form=43:57) obtained in the above-mentioned (7), followed by stirring at 80° C. for 16 hours. When verified by GC, the ratio of αβ unsaturated form to βγ unsaturated form was converted to αβ unsaturated form:βγ unsaturated form=99:1. After cooling of the reaction liquid and subsequent separation of liquid by adding 5 ml of toluene and 5 m... Reactants: CC(C)C[AlH]CC(C)C (DIBAL), C(CC(O)(C(=O)O)CC(=O)O)(=O)O (citric acid), CC=1C=CC2=C(C(CC(O2)=O)C2=CC=CC=C2)C1 (3,4-Dihydro-6-methyl-4-phenyl-2H-benzopyran-2-one), CC(C)C[AlH]CC(C)C (DIBAL), [H-].C(C(C)C)[Al+]CC(C)C (Diisobutylaluminumhydride). Solvent: C(C)(=O)OCC (ethyl acetate), C1(=CC=CC=C1)C (toluene), C1(=CC=CC=C1)C (toluene). Run at time 1 hour. Yields the product CC=1C=CC2=C(C(CC(O2)O)C2=CC=CC=C2)C1 (3,4-Dihydro-6-methyl-4-phenyl-2H-benzopyran-2-ol). Reaction SMILES: [CH3:1][C:2]1[CH:3]=[CH:4][C:5]2[O:10][C:9](=[O:11])[CH2:8][CH:7]([C:12]3[CH:17]=[CH:16][CH:15]=[CH:14][CH:13]=3)[C:6]=2[CH:18]=1.[H-].C([Al+]CC(C)C)C(C)C.CC(C[AlH]CC(C)C)C.C(O)(=O)CC(CC(O)=O)(C(O)=O)O>C(OCC)(=O)C.C1(C)C=CC=CC=1>[CH3:1][C:2]1[CH:3]=[CH:4][C:5]2[O:10][CH:9]([OH:11])[CH2:8][CH:7]([C:12]3[CH:13]=[CH:14][CH:15]=[CH:16][CH:17]=3)[C:6]=2[CH:18]=1 |f:1.2|. Procedure: 3,4-Dihydro-6-methyl-4-phenyl-2H-benzopyran-2-one (III, EXAMPLE 1, 100.0 g, 420.2 mmol) is added to toluene (500 mL). The mixture is degassed by purging alternately with vacuum and nitrogen and then cooled to -21°. Diisobutylaluminumhydride in toluene solution (DIBAL, 1.5M, 290 mL, 435 mmol) is then slowly added over 2 hr via add funnel while maintaining the reaction temperature at -20 to -25°. The reduction is usually done when the DIBAL add is completed. If the reaction is not done additional ... The reactants are CC=1NC2=CC=CC=C2C1CCCC(=O)OC (methyl 4-(2-methylindol-3-yl)-butyrate), [OH-].[Na+] (sodium hydroxide). Solvent: CO (methanol). Reaction conditions: temperature 20 celsius, time 3 hour. The product is CC=1NC2=CC=CC=C2C1CCCC(=O)O (4(2-methylindol-3-yl)butyric acid). Yield: 79.4%. Reaction SMILES: [CH3:1][C:2]1[NH:3][C:4]2[C:9]([C:10]=1[CH2:11][CH2:12][CH2:13][C:14]([O:16]C)=[O:15])=[CH:8][CH:7]=[CH:6][CH:5]=2.[OH-].[Na+]>CO>[CH3:1][C:2]1[NH:3][C:4]2[C:9]([C:10]=1[CH2:11][CH2:12][CH2:13][C:14]([OH:16])=[O:15])=[CH:8][CH:7]=[CH:6][CH:5]=2 |f:1.2|. Reported procedure: To a solution of methyl 4-(2-methylindol-3-yl)-butyrate (1.65 g) in methanol (50 ml) was added 1N aqueous sodium hydroxide (18 ml) at 20° C. and the mixture was stirred at 20° C. for 3 hours. After evaporation of the solvent, the residue was poured into a mixture of ethyl acetate and 1N hydrochloric acid. The organic layer was separated, washed with water and brine, and dried over magnesium sulfate. After evaporation of solvent, the crystalline residue was washed with hexane to give 4(2-methylin... Starting materials: Brc1ccc2nc(N3CCN(C4CC4)CC3)sc2c1, CC(=O)Nc1ccc(B(O)O)cc1, C1CCOC1, [K+], [K+], [K+], O=C(C=Cc1ccccc1)C=Cc1ccccc1, O=C(C=Cc1ccccc1)C=Cc1ccccc1, O=C(C=Cc1ccccc1)C=Cc1ccccc1, O, O, O=P([O-])([O-])[O-], [Pd], [Pd]. Yields the product CC(=O)Nc1ccc(-c2ccc3nc(N4CCN(C5CC5)CC4)sc3c2)cc1. RXN SMILES: [Br:1][c:2]1[cH:3][c:4]2[c:5]([n:6][c:7]([N:9]3[CH2:10][CH2:11][N:12]([CH:15]4[CH2:16][CH2:17]4)[CH2:13][CH2:14]3)[s:8]2)[cH:18][cH:19]1.[C:20]([CH3:21])(=[O:22])[NH:23][c:24]1[cH:25][cH:26][c:27]([B:30]([OH:31])[OH:32])[cH:28][cH:29]1.[CH2:33]1[O:34][CH2:35][CH2:36][CH2:37]1.[K+:43].[K+:44].[K+:45].[O:49]=[C:50]([CH:51]=[CH:52][c:53]1[cH:54][cH:55][cH:56][cH:57][cH:58]1)[CH:59]=[CH:60][c:61]1[cH:62][cH:63][cH:64][cH:65][cH:66]1.[O:67]=[C:68]([CH:69]=[CH:70][c:71]1[cH:72][cH:73][cH:74][cH:75][cH:76]1)[CH:77]=[CH:78][c:79]1[cH:80][cH:81][cH:82][cH:83][cH:84]1.[O:85]=[C:86]([CH:87]=[CH:88][c:89]1[cH:90][cH:91][cH:92][cH:93][cH:94]1)[CH:95]=[CH:96][c:97]1[cH:98][cH:99][cH:100][cH:101][cH:102]1.[OH2:103].[OH2:46].[P:38]([O-:39])([O-:40])([O-:41])=[O:42].[Pd:47].[Pd:48]>>[c:2]1(-[c:27]2[cH:26][cH:25][c:24]([NH:23][C:20]([CH3:21])=[O:22])[cH:29][cH:28]2)[cH:3][c:4]2[c:5]([n:6][c:7]([N:9]3[CH2:10][CH2:11][N:12]([CH:15]4[CH2:16][CH2:17]4)[CH2:13][CH2:14]3)[s:8]2)[cH:18][cH:19]1. Conditions: temperature 0 celsius, time 20 minute. RXN SMILES: [BH4-].[Na+].[CH2:3]([O:10][C:11]1[CH:16]=[C:15](/[CH:17]=[C:18](/[N+:20]([O-:22])=[O:21])\[CH3:19])[CH:14]=[CH:13][C:12]=1[O:23][CH3:24])[C:4]1[CH:9]=[CH:8][CH:7]=[CH:6][CH:5]=1.Cl.C(OCC)(=O)C>C(O)C.C1COCC1>[CH2:3]([O:10][C:11]1[CH:16]=[C:15]([CH2:17][CH:18]([N+:20]([O-:22])=[O:21])[CH3:19])[CH:14]=[CH:13][C:12]=1[O:23][CH3:24])[C:4]1[CH:5]=[CH:6][CH:7]=[CH:8][CH:9]=1 |f:0.1|. The yield is 55.6%. Procedure details: To a suspension of sodium borohydride (1.52 g, 40 mmol) in ethanol (20 ml) at 0° C. was added a solution of 208 (6 g, 20 mmol) in THF (40 ml). The addition was over 20 min, the reaction mixture was stirred for 1 h at 0° C. and at rt for 30 min. 2M HCl (20 ml) was added (care—vigorous reaction!) and ethyl acetate (100 ml). The layers were separated and the aqueous layer was extracted with ethyl acetate (2×60 ml). The combined organic layers were washed with water (60 ml) and brine (60 ml), dried ... The product is C(C1=CC=CC=C1)OC1=C(C=CC(=C1)CC(C)[N+](=O)[O-])OC (2-(Benzyloxy)-1-methoxy-4-(2-nitropropyl)benzene). The reactants are C(C1=CC=CC=C1)OC1=C(C=CC(=C1)\C=C(/C)\[N+](=O)[O-])OC (2-(Benzyloxy)-1-methoxy-4-((E)-2-nitroprop-1-enyl)benzene), C(C)(=O)OCC (ethyl acetate), [BH4-].[Na+] (sodium borohydride), Cl (HCl). Run in C1CCOC1 (THF), C(C)O (ethanol). Reactants: CCOC(C)=O, COc1cnc2c(Cl)ccnc2c1, Nc1ccc(S)cc1, CN(C)C=O. Product: COc1cnc2c(Sc3ccc(N)cc3)ccnc2c1. RXN SMILES: [CH3:27][CH2:28][O:29][C:30]([CH3:31])=[O:32].[Cl:9][c:10]1[cH:11][cH:12][n:13][c:14]2[cH:15][c:16]([O:20][CH3:21])[cH:17][n:18][c:19]12.[NH2:1][c:2]1[cH:3][cH:4][c:5]([SH:8])[cH:6][cH:7]1.[O:22]=[CH:23][N:24]([CH3:25])[CH3:26]>>[NH2:1][c:2]1[cH:3][cH:4][c:5]([S:8][c:10]2[cH:11][cH:12][n:13][c:14]3[cH:15][c:16]([O:20][CH3:21])[cH:17][n:18][c:19]23)[cH:6][cH:7]1.